This data is from the Open Reaction Database (ORD), a public repository of structured organic reaction records. The task is: describe an organic reaction: reactants, conditions, products, and yield The reactants are Cl (hydrochloric acid), OCC=1CS[C@H]2N(C1C(=O)O)C([C@H]2NC(C(=NOC)C=2OC=CC2)=O)=O ((6R,7R)-3-Hydroxymethyl-7-[2-(fur-2-yl)-2-methoxyiminoacetamido]ceph-3-em-4-carboxylic acid), P(O)(=O)(OP(=O)(O)OP(=O)(O)O)OC[C@@H]1[C@H]([C@H]([C@@H](O1)N1C=NC=2C(N)=NC=NC12)O)O (ATP), P(=O)(OC(N)=O)([O-])[O-] (carbamoyl phosphate), S(=O)(=O)([O-])[O-].[Mg+2] (magnesium sulphate). Reagents/catalysts: [Cl-].[Mn+2].[Cl-] (manganese chloride). Solvent: solution. Run at time 3 hour. Yields the product C(N)(=O)OCC=1CS[C@H]2N(C1C(=O)O)C([C@H]2NC(C(=NOC)C=2OC=CC2)=O)=O ((6R,7R)-3-Carbamoyloxymethyl-7-[2(fur-2-yl)-2-methoxyiminoacetamido]ceph-3-em-4-carboxylic acid). Isolated yield 34.4%. Reaction SMILES: [OH:1][CH2:2][C:3]1[CH2:4][S:5][C@@H:6]2[C@H:13]([NH:14][C:15](=[O:25])[C:16]([C:20]3[O:21][CH:22]=[CH:23][CH:24]=3)=[N:17][O:18][CH3:19])[C:12](=[O:26])[N:7]2[C:8]=1[C:9]([OH:11])=[O:10].P(OC[C@H]1[O:45][C@@H:44]([N:46]2C3N=CN=C(N)C=3N=C2)[C@H](O)[C@@H]1O)(OP(OP(O)(O)=O)(O)=O)(=O)O.P([O-])([O-])(OC(=O)N)=O.S([O-])([O-])(=O)=O.[Mg+2].Cl>[Cl-].[Mn+2].[Cl-]>[C:44]([O:1][CH2:2][C:3]1[CH2:4][S:5][C@@H:6]2[C@H:13]([NH:14][C:15](=[O:25])[C:16]([C:20]3[O:21][CH:22]=[CH:23][CH:24]=3)=[N:17][O:18][CH3:19])[C:12](=[O:26])[N:7]2[C:8]=1[C:9]([OH:11])=[O:10])(=[O:45])[NH2:46] |f:3.4,6.7.8|. Reported procedure: (6R,7R)-3-Hydroxymethyl-7-[2-(fur-2-yl)-2-methoxyiminoacetamido]ceph-3-em-4-carboxylic acid (syn isomer) (40 mg), ATP (300 mg), carbamoyl phosphate (150 mg), magnesium sulphate (20 mg) and manganese chloride (20 mg) were added to a portion of the 0-transcarbamoylase solution (50 ml) prepared in Example 8 and the final volume made up to 100 ml at a pH of 6.75. The mixture was incubated at 28° for 3 hours and was then acidified by addition of conc. hydrochloric acid (2.5 ml), left for 10 mins. and...